This data is from the Open Reaction Database (ORD), a public repository of structured organic reaction records. The task is: describe an organic reaction: reactants, conditions, products, and yield Starting materials: N#Cc1c(C(F)(F)F)cc(Cl)nc1Cl, CC(C)NC(C)C, Cl, CC(C)C(N)CO. Yields the product CC(C)C(CO)Nc1cc(C(F)(F)F)c(C#N)c(Cl)n1. As a reaction SMILES: [C:1](#[N:2])[c:3]1[c:4]([Cl:14])[n:5][c:6]([Cl:13])[cH:7][c:8]1[C:9]([F:10])([F:11])[F:12].[CH:22]([NH:23][CH:24]([CH3:25])[CH3:26])([CH3:27])[CH3:28].[Cl:29].[NH2:15][CH:16]([CH2:17][OH:18])[CH:19]([CH3:20])[CH3:21]>>[C:1](#[N:2])[c:3]1[c:4]([Cl:14])[n:5][c:6]([NH:15][CH:16]([CH2:17][OH:18])[CH:19]([CH3:20])[CH3:21])[cH:7][c:8]1[C:9]([F:10])([F:11])[F:12].